From a dataset of the Open Reaction Database (ORD), a public repository of structured organic reaction records. describe an organic reaction: reactants, conditions, products, and yield Starting materials: BrC=1C(=CC2=C(C=3N(CCO2)C(=C(N3)C(=O)N)CN3CCCC3)C1)F (10-bromo-9-fluoro-3-(pyrrolidin-1-ylmethyl)-5,6-dihydrobenzo[f]imidazo[1,2-d][1,4]oxazepine-2-carboxamide), CC1=NC(=NO1)[C@@](C)(C#C)O ((2R)-2-(5-methyl-1,2,4-oxadiazol-3-yl)but-3-yn-2-ol). Yields the product FC1=CC2=C(C=3N(CCO2)C(=C(N3)C(=O)N)CN3CCCC3)C=C1C#C[C@](C)(C1=NOC(=N1)C)O (9-fluoro-10-[(3R)-3-hydroxy-3-(5-methyl-1,2,4-oxadiazol-3-yl)but-1-ynyl]-3-(pyrrolidin-1-ylmethyl)-5,6-dihydroimidazo[1,2-d][1,4]benzoxazepine-2-carboxamide). Isolated yield 10.4%. RXN SMILES: Br[C:2]1[C:3]([F:25])=[CH:4][C:5]2[O:11][CH2:10][CH2:9][N:8]3[C:12]([CH2:18][N:19]4[CH2:23][CH2:22][CH2:21][CH2:20]4)=[C:13]([C:15]([NH2:17])=[O:16])[N:14]=[C:7]3[C:6]=2[CH:24]=1.[CH3:26][C:27]1[O:31][N:30]=[C:29]([C@:32]([OH:36])([C:34]#[CH:35])[CH3:33])[N:28]=1>>[F:25][C:3]1[C:2]([C:35]#[C:34][C@@:32]([OH:36])([C:29]2[N:28]=[C:27]([CH3:26])[O:31][N:30]=2)[CH3:33])=[CH:24][C:6]2[C:7]3[N:8]([C:12]([CH2:18][N:19]4[CH2:23][CH2:22][CH2:21][CH2:20]4)=[C:13]([C:15]([NH2:17])=[O:16])[N:14]=3)[CH2:9][CH2:10][O:11][C:5]=2[CH:4]=1. Procedure: 10-bromo-9-fluoro-3-(pyrrolidin-1-ylmethyl)-5,6-dihydrobenzo[f]imidazo[1,2-d][1,4]oxazepine-2-carboxamide was reacted with (2R)-2-(5-methyl-1,2,4-oxadiazol-3-yl)but-3-yn-2-ol similarly to as described in General Procedure F with non-critical modifications to afford 9.8 mg (10.4%) of 9-fluoro-10-[(3R)-3-hydroxy-3-(5-methyl-1,2,4-oxadiazol-3-yl)but-1-ynyl]-3-(pyrrolidin-1-ylmethyl)-5,6-dihydroimidazo[1,2-d][1,4]benzoxazepine-2-carboxamide. M+1=481.2. Starting materials: C(C)(=O)CN1C(OC(=N1)C)=O (3-acetylmethyl-2,3-dihydro-5-methyl-2-oxo-1,3,4-oxadiazole), N (ammonia). Solvent: C(C)#N (acetonitrile). Reaction conditions: time 1 hour. The product is CC=1NC(N(C1)N=CC=1C=NC=CC1)=O (2,3-Dihydro4-methyl-2-oxo-1-pyrid-3-ylmethyleneamino-1H-imidazole). RXN SMILES: [C:1]([CH2:4][N:5]1[N:9]=[C:8]([CH3:10])O[C:6]1=[O:11])(=O)[CH3:2].[NH3:12]>C(#N)C>[CH3:2][C:1]1[NH:12][C:6](=[O:11])[N:5]([N:9]=[CH:8][C:10]2[CH:6]=[N:5][CH:4]=[CH:1][CH:2]=2)[CH:4]=1. Reported procedure: A solution of 156 g of 3-acetylmethyl-2,3-dihydro-5-methyl-2-oxo-1,3,4-oxadiazole in 600 ml of acetonitrile is treated with 170 g of aqueous ammonia solution (30%), and the mixture is stirred for one hour at 80° in an autoclave. A pressure of approximately 8 bar is in this case established. The resulting suspension is evaporated, the residue is dissolved in 500 ml of methanol, and 40 g of gaseous HCl are passed into the solution at 50°. The reaction mixture is stirred for 30 minutes at 50°, and ... The reactants are CC1(c2ccc3cc(Br)ccc3c2)OCCO1, [Li]C(C)(C)C, C1CCOC1, O=Cc1cccnc1. Product: CC1(c2ccc3cc(C(O)c4cccnc4)ccc3c2)OCCO1. As a reaction SMILES: [Br:1][c:2]1[cH:3][c:4]2[cH:5][cH:6][c:7]([C:12]3([CH3:17])[O:13][CH2:14][CH2:15][O:16]3)[cH:8][c:9]2[cH:10][cH:11]1.[C:18]([Li:19])([CH3:20])([CH3:21])[CH3:22].[O:31]1[CH2:32][CH2:33][CH2:34][CH2:35]1.[n:23]1[cH:24][c:25]([CH:29]=[O:30])[cH:26][cH:27][cH:28]1>>[c:2]1([CH:29]([c:25]2[cH:24][n:23][cH:28][cH:27][cH:26]2)[OH:30])[cH:3][c:4]2[cH:5][cH:6][c:7]([C:12]3([CH3:17])[O:13][CH2:14][CH2:15][O:16]3)[cH:8][c:9]2[cH:10][cH:11]1.